This data is from the Open Reaction Database (ORD), a public repository of structured organic reaction records. The task is: describe an organic reaction: reactants, conditions, products, and yield Reactants: CN(C)CCc1cccc(Nc2nccc(-c3c(-c4ccc(N)c([N+](=O)[O-])c4)nc4ccccn34)n2)c1, C1CCOC1. Product: CN(C)CCc1cccc(Nc2nccc(-c3c(-c4ccc(N)c(N)c4)nc4ccccn34)n2)c1. As a reaction SMILES: [NH2:1][c:2]1[c:3]([N+:35]([O-:36])=[O:37])[cH:4][c:5](-[c:8]2[n:9][c:10]3[n:11]([cH:12][cH:13][cH:14][cH:15]3)[c:16]2-[c:17]2[n:18][c:19]([NH:23][c:24]3[cH:25][c:26]([CH2:30][CH2:31][N:32]([CH3:33])[CH3:34])[cH:27][cH:28][cH:29]3)[n:20][cH:21][cH:22]2)[cH:6][cH:7]1.[O:38]1[CH2:39][CH2:40][CH2:41][CH2:42]1>>[NH2:1][c:2]1[c:3]([NH2:35])[cH:4][c:5](-[c:8]2[n:9][c:10]3[n:11]([cH:12][cH:13][cH:14][cH:15]3)[c:16]2-[c:17]2[n:18][c:19]([NH:23][c:24]3[cH:25][c:26]([CH2:30][CH2:31][N:32]([CH3:33])[CH3:34])[cH:27][cH:28][cH:29]3)[n:20][cH:21][cH:22]2)[cH:6][cH:7]1. Reactants: Cc1ccccc1, CCOC(C)=O, O, Oc1ccc(O)cc1, OC1(c2ccccc2)CC2CCC1C2. The product is Oc1ccc(O)c(C2(c3ccccc3)CC3CCC2C3)c1. RXN SMILES: [CH3:24][c:25]1[cH:26][cH:27][cH:28][cH:29][cH:30]1.[CH3:31][CH2:32][O:33][C:34]([CH3:35])=[O:36].[OH2:9].[OH:1][c:2]1[cH:3][cH:4][c:5]([OH:6])[cH:7][cH:8]1.[c:10]1([C:16]2([OH:23])[CH:17]3[CH2:18][CH2:19][CH:20]([CH2:21]2)[CH2:22]3)[cH:11][cH:12][cH:13][cH:14][cH:15]1>>[OH:1][c:2]1[cH:3][cH:4][c:5]([OH:6])[c:7]([C:16]2([c:10]3[cH:11][cH:12][cH:13][cH:14][cH:15]3)[CH:17]3[CH2:18][CH2:19][CH:20]([CH2:21]2)[CH2:22]3)[cH:8]1. Yields the product COC(=O)C=1C2CN(CC(CC1C1=CN=C(S1)OCCO[Si](C)(C)C(C)(C)C)N2C(=O)OC(C)(C)C)C(=O)OC(C)(C)C (7-{2-[2-(tert-Butyldimethylsilanyloxy)ethoxy]thiazol-5-yl}-3,9-diaza-bicyclo[3.3.1]non-6-ene-3,6,9-tricarboxylic acid 3,9-di-tert-butyl ester 6-methyl ester). Run in C1CCOC1 (THF), [NH4+].[Cl-] (NH4Cl), C1CCOC1 (THF). Reaction SMILES: [Si:1]([O:8][CH2:9][CH2:10][O:11][C:12]1[S:13][CH:14]=[CH:15][N:16]=1)([C:4]([CH3:7])([CH3:6])[CH3:5])([CH3:3])[CH3:2].[Li]CCCC.[CH3:22][O:23][C:24]([C:26]1[CH:27]2[N:42]([C:43]([O:45][C:46]([CH3:49])([CH3:48])[CH3:47])=[O:44])[CH:31]([CH2:32][C:33]=1OS(C(F)(F)F)(=O)=O)[CH2:30][N:29]([C:50]([O:52][C:53]([CH3:56])([CH3:55])[CH3:54])=[O:51])[CH2:28]2)=[O:25].CCOC(C)=O>C1COCC1.[NH4+].[Cl-].[Cl-].[Cl-].[Zn+2].C1C=CC([P]([Pd]([P](C2C=CC=CC=2)(C2C=CC=CC=2)C2C=CC=CC=2)([P](C2C=CC=CC=2)(C2C=CC=CC=2)C2C=CC=CC=2)[P](C2C=CC=CC=2)(C2C=CC=CC=2)C2C=CC=CC=2)(C2C=CC=CC=2)C2C=CC=CC=2)=CC=1>[CH3:22][O:23][C:24]([C:26]1[CH:27]2[N:42]([C:43]([O:45][C:46]([CH3:49])([CH3:47])[CH3:48])=[O:44])[CH:31]([CH2:32][C:33]=1[C:14]1[S:13][C:12]([O:11][CH2:10][CH2:9][O:8][Si:1]([C:4]([CH3:7])([CH3:5])[CH3:6])([CH3:2])[CH3:3])=[N:16][CH:15]=1)[CH2:30][N:29]([C:50]([O:52][C:53]([CH3:56])([CH3:55])[CH3:54])=[O:51])[CH2:28]2)=[O:25] |f:5.6,7.8.9,^1:76,78,97,116|. Reagents/catalysts: C=1C=CC(=CC1)[P](C=2C=CC=CC2)(C=3C=CC=CC3)[Pd]([P](C=4C=CC=CC4)(C=5C=CC=CC5)C=6C=CC=CC6)([P](C=7C=CC=CC7)(C=8C=CC=CC8)C=9C=CC=CC9)[P](C=1C=CC=CC1)(C=1C=CC=CC1)C=1C=CC=CC1 (Pd(PPh3)4), [Cl-].[Cl-].[Zn+2] (ZnCl2). Conditions: temperature -78 celsius, time 1 hour. Reported procedure: A sol. of 2-[2-(tert-butyldimethylsilanyloxy)ethoxy]thiazole (3.75 g; 14.46 mmol) in THF (72 mL) was cooled to −78° C. BuLi (1.6M in hexane, 9.5 mL; 15.2 mmol) was added dropwise over 5 min. After completion of the addition, the resulting solution was stirred further at −78° C. for 1 h. ZnCl2 (1.0 M in THF; 16.7 mL, 16.7 mmol) was added dropwise over 5 min, and the reaction mixture was allowed to warm up to rt, and stirred for 1.5 h. A sol. of compound Y (3.84 g; 7.23 mmol) in THF (5 mL) was add... Reactants: COC(=O)C=1C2CN(CC(CC1OS(=O)(=O)C(F)(F)F)N2C(=O)OC(C)(C)C)C(=O)OC(C)(C)C (7-Trifluoromethanesulfonyloxy-3,9-diazabicyclo[3.3.1]non-6-ene-3,6,9-tricarboxylic acid 3,9-di-tert-butyl ester 6-methyl ester), [Si](C)(C)(C(C)(C)C)OCCOC=1SC=CN1 (2-[2-(tert-butyldimethylsilanyloxy)ethoxy]thiazole), [Li]CCCC (BuLi), CCOC(=O)C (EtOAc). Yield: 99.2%. Starting materials: COC1=C(C=CC=C1)C(CC(C=O)(C(F)(F)F)O)(C)C (4-(2-methoxyphenyl)-2-hydroxy-4-methyl-2-(trifluoromethyl)pentanal), NC1=C2C=NN(C(C2=CC=C1)=O)C (5-amino-2-methylphthalazin-1-one), imine, B(Br)(Br)Br (BBr3). The product is OC1(C(C2=CC=CC(=C2C(C1)(C)C)OC)NC1=C2C=NN(C(C2=CC=C1)=O)C)C(F)(F)F (5-{[2-hydroxy-4,4-dimethyl-5-methoxy-2-(trifluoromethyl)-1,2,3,4-tetrahydronaphthalen-1-yl]amino}-2-methylphthalazin-1-one), OC1(C(C2=CC=CC(=C2C(C1)(C)C)O)NC1=C2C=NN(C(C2=CC=C1)=O)C)C(F)(F)F (5-{[2,5-dihydroxy-4,4-dimethyl-2-(trifluoromethyl)-1,2,3,4-tetrahydronaphthalen-1-yl]amino}-2-methylphthalazin-1-one), imine. Reaction SMILES: [CH3:1][O:2][C:3]1[CH:8]=[CH:7][CH:6]=[CH:5][C:4]=1[C:9]([CH3:20])([CH3:19])[CH2:10][C:11]([OH:18])([C:14]([F:17])([F:16])[F:15])[CH:12]=O.[NH2:21][C:22]1[CH:31]=[CH:30][CH:29]=[C:28]2[C:23]=1[CH:24]=[N:25][N:26]([CH3:33])[C:27]2=[O:32].B(Br)(Br)Br>>[OH:18][C:11]1([C:14]([F:16])([F:15])[F:17])[CH2:10][C:9]([CH3:19])([CH3:20])[C:4]2[C:5](=[CH:6][CH:7]=[CH:8][C:3]=2[O:2][CH3:1])[CH:12]1[NH:21][C:22]1[CH:31]=[CH:30][CH:29]=[C:28]2[C:23]=1[CH:24]=[N:25][N:26]([CH3:33])[C:27]2=[O:32].[OH:18][C:11]1([C:14]([F:15])([F:16])[F:17])[CH2:10][C:9]([CH3:19])([CH3:20])[C:4]2[C:5](=[CH:6][CH:7]=[CH:8][C:3]=2[OH:2])[CH:12]1[NH:21][C:22]1[CH:31]=[CH:30][CH:29]=[C:28]2[C:23]=1[CH:24]=[N:25][N:26]([CH3:33])[C:27]2=[O:32]. Procedure details: Analogously to Example 10, the corresponding imine is produced starting from 500 mg of 4-(2-methoxyphenyl)-2-hydroxy-4-methyl-2-(trifluoromethyl)pentanal and 302 mg of 5-amino-2-methylphthalazin-1-one. As in Example 2, 158 mg of 5-{[2-hydroxy-4,4-dimethyl-5-methoxy-2-(trifluoromethyl)-1,2,3,4-tetrahydronaphthalen-1-yl]amino}-2-methylphthalazin-1-one as fraction 1, 66 mg of 5-{[2,5-dihydroxy-4,4-dimethyl-2-(trifluoromethyl)-1,2,3,4-tetrahydronaphthalen-1-yl]amino}-2-methylphthalazin-1-one, diaste... The reactants are CC(C)(C)OC(=O)CBr, ClCCl, COC(=O)C=P(c1ccccc1)(c1ccccc1)c1ccccc1. Yields the product COC(=O)C(CC(=O)OC(C)(C)C)=P(c1ccccc1)(c1ccccc1)c1ccccc1. As a reaction SMILES: [Br:25][CH2:26][C:27](=[O:28])[O:29][C:30]([CH3:31])([CH3:32])[CH3:33].[CH2:34]([Cl:35])[Cl:36].[CH3:1][O:2][C:3]([CH:4]=[P:5]([c:6]1[cH:7][cH:8][cH:9][cH:10][cH:11]1)([c:12]1[cH:13][cH:14][cH:15][cH:16][cH:17]1)[c:18]1[cH:19][cH:20][cH:21][cH:22][cH:23]1)=[O:24]>>[CH3:1][O:2][C:3]([C:4](=[P:5]([c:6]1[cH:7][cH:8][cH:9][cH:10][cH:11]1)([c:12]1[cH:13][cH:14][cH:15][cH:16][cH:17]1)[c:18]1[cH:19][cH:20][cH:21][cH:22][cH:23]1)[CH2:26][C:27](=[O:28])[O:29][C:30]([CH3:31])([CH3:32])[CH3:33])=[O:24]. Reactants: BrC1=C(C=C(C=C1)O)Cl (4-Bromo-3-chloro-phenol), [H-].[Na+] (NaH), ICC (iodoethane). Solvent: C1CCOC1 (THF), C1CCOC1 (THF), CN(C)C=O (DMF). Conditions: time 30 minute. Yields the product BrC1=C(C=C(C=C1)OCC)Cl (1-bromo-2-chloro-4-ethoxybenzene). Isolated yield 81.2%. As a reaction SMILES: [Br:1][C:2]1[CH:7]=[CH:6][C:5]([OH:8])=[CH:4][C:3]=1[Cl:9].[H-].[Na+].I[CH2:13][CH3:14]>C1COCC1.CN(C=O)C>[Br:1][C:2]1[CH:7]=[CH:6][C:5]([O:8][CH2:13][CH3:14])=[CH:4][C:3]=1[Cl:9] |f:1.2|. Procedure details: The 4-Bromo-3-chloro-phenol (24 mmol, 5 g) in anhydrous THF (50 mL) was added to a stirred solution of NaH (60% in mineral oil, 120 mmol, 4.8 g) in THF (100 mL) and DMF (42 mL) under N2 at room temperature. This solution stirred for 30 minutes. The iodoethane (240 mmol, 19.2 mL) was then added. The solution was stirred and was refluxed overnight. The reaction was cooled and quenched with 1 N HCl (150 mL), extracted into CH2Cl2 (2×150 mL), dried over MgSO4, concentrated in vacuo, and distilled un...